Dataset: the Open Reaction Database (ORD), a public repository of structured organic reaction records. Task: describe an organic reaction: reactants, conditions, products, and yield The reactants are C=CCCCCCC (1-octene), C(C)(C)(C)C=CC1=CC=CC=C1 (tert-butylstyrene). Solvent: C1(=CC=CC=C1)C (toluene). Reaction conditions: time 1 hour. Product: C=CCCCCCC.C(C)(C)(C)C=CC1=CC=CC=C1.C(=C)C1=C(C=CC=C1)C=C (1-octene t-butylstyrene divinylbenzene). Reaction SMILES: [CH2:1]=[CH:2][CH2:3][CH2:4][CH2:5][CH2:6][CH2:7][CH3:8].[C:9]([CH:13]=[CH:14][C:15]1[CH:20]=[CH:19][CH:18]=[CH:17][CH:16]=1)([CH3:12])([CH3:11])[CH3:10]>C1(C)C=CC=CC=1>[CH2:1]=[CH:2][CH2:3][CH2:4][CH2:5][CH2:6][CH2:7][CH3:8].[C:9]([CH:13]=[CH:14][C:15]1[CH:16]=[CH:17][CH:18]=[CH:19][CH:20]=1)([CH3:12])([CH3:10])[CH3:11].[CH:2]([C:3]1[CH:8]=[CH:7][CH:6]=[CH:5][C:4]=1[CH:9]=[CH2:10])=[CH2:1] |f:3.4.5|. Reported procedure: The polymerization reaction was conducted in a 300 ml stainless autoclave equipped with a mechanical stirrer. In an argon filled dry-box, the reactor was charged with 50 ml of toluene, 0.2 ml of DVB, and various volume ratios of 1-octene and tert-butylstyrene (Oct/BSt=7/3, 6/4, 5/5, 6/4, and 7/3 ml). The reactor was then sealed and then moved from the dry box and purged with nitrogen gas at 30° C. About 0.101 g of TiCl3(AA) and 1 ml of AlCl2Et in 10 ml of toluene, after mixing for 20 minutes by ... Product: C(C)(C)(C)OC(COCCOCCOCCOCCOCCOC1=CC(=CC(=C1)OCCOCCOCCOCCOCCOCC1=CC=CC=C1)OCCOCCOCCOCCOCCOCC1=CC=CC=C1)=O ([2-(2-{2-[2-(2-{3,5-bis-[2-(2-{2-[2-(2-benzyloxy-ethoxy)-ethoxy]-ethoxy}-ethoxy)-ethoxy]-phenoxy}-ethoxy)-ethoxy]-ethoxy}-ethoxy)-ethoxy]-acetic acid tert-butyl ester), oil. Starting materials: [H-].[Na+] (sodium hydride), C(C1=CC=CC=C1)OCCOCCOCCOCCOCCOC=1C=C(OCCOCCOCCOCCOCCO)C=C(C1)OCCOCCOCCOCCOCCOCC1=CC=CC=C1 (2-(2-{2-[2-(2-{3,5-bis-[2-(2-{2-[2-(2-benzyloxy-ethoxy)-ethoxy]-ethoxy}-ethoxy)-ethoxy]-phenoxy}-ethoxy)-ethoxy]-ethoxy}-ethoxy)-ethanol), ice, C(C)(C)(C)OC(CBr)=O (bromoacetic acid tert-butyl ester). Procedure details: To an ice-cooled suspension of sodium hydride (175 mg, 4.4 mmol; 60% in mineral oil) in THF/DMF (4/1 mixed fluid 5 ml), a solution of Compound 47 (1.05 g, 1.09 mmol) in THF (5 ml) was gradually added, and this was followed by stirring for 30 minutes. A solution of bromoacetic acid tert-butyl ester (847 mg, 4.3 mmol) in THF (6 ml) was added thereto. After the ice bath was removed, stirring was further conducted at room temperature for 2 hours. Water was carefully added to stop the reaction, and t... The solvent is C1CCOC1.CN(C)C=O (THF DMF), C1CCOC1 (THF), C1CCOC1 (THF). As a reaction SMILES: [H-].[Na+].[CH2:3]([O:10][CH2:11][CH2:12][O:13][CH2:14][CH2:15][O:16][CH2:17][CH2:18][O:19][CH2:20][CH2:21][O:22][CH2:23][CH2:24][O:25][C:26]1[CH:27]=[C:28]([CH:45]=[C:46]([O:48][CH2:49][CH2:50][O:51][CH2:52][CH2:53][O:54][CH2:55][CH2:56][O:57][CH2:58][CH2:59][O:60][CH2:61][CH2:62][O:63][CH2:64][C:65]2[CH:70]=[CH:69][CH:68]=[CH:67][CH:66]=2)[CH:47]=1)[O:29][CH2:30][CH2:31][O:32][CH2:33][CH2:34][O:35][CH2:36][CH2:37][O:38][CH2:39][CH2:40][O:41][CH2:42][CH2:43][OH:44])[C:4]1[CH:9]=[CH:8][CH:7]=[CH:6][CH:5]=1.[C:71]([O:75][C:76](=[O:79])[CH2:77]Br)([CH3:74])([CH3:73])[CH3:72]>C1COCC1.CN(C=O)C.C1COCC1>[C:71]([O:75][C:76](=[O:79])[CH2:77][O:44][CH2:43][CH2:42][O:41][CH2:40][CH2:39][O:38][CH2:37][CH2:36][O:35][CH2:34][CH2:33][O:32][CH2:31][CH2:30][O:29][C:28]1[CH:27]=[C:26]([O:25][CH2:24][CH2:23][O:22][CH2:21][CH2:20][O:19][CH2:18][CH2:17][O:16][CH2:15][CH2:14][O:13][CH2:12][CH2:11][O:10][CH2:3][C:4]2[CH:9]=[CH:8][CH:7]=[CH:6][CH:5]=2)[CH:47]=[C:46]([O:48][CH2:49][CH2:50][O:51][CH2:52][CH2:53][O:54][CH2:55][CH2:56][O:57][CH2:58][CH2:59][O:60][CH2:61][CH2:62][O:63][CH2:64][C:65]2[CH:70]=[CH:69][CH:68]=[CH:67][CH:66]=2)[CH:45]=1)([CH3:74])([CH3:73])[CH3:72] |f:0.1,4.5|. The yield is 45.0%. Conditions: time 30 minute. Reactants: CS(=O)(=O)Cl, COC(=O)c1cc(N)cc(N2CCCC2=O)c1, CCOC(C)=O, ClCCl, CN(C)C=O. The product is COC(=O)c1cc(NS(C)(=O)=O)cc(N2CCCC2=O)c1. RXN SMILES: [CH3:18][S:19]([Cl:20])(=[O:21])=[O:22].[CH3:1][O:2][C:3]([c:4]1[cH:5][c:6]([NH2:16])[cH:7][c:8]([N:10]2[C:11](=[O:15])[CH2:12][CH2:13][CH2:14]2)[cH:9]1)=[O:17].[CH3:31][CH2:32][O:33][C:34]([CH3:35])=[O:36].[Cl:23][CH2:24][Cl:25].[O:26]=[CH:27][N:28]([CH3:29])[CH3:30]>>[CH3:1][O:2][C:3]([c:4]1[cH:5][c:6]([NH:16][S:19]([CH3:18])(=[O:21])=[O:22])[cH:7][c:8]([N:10]2[C:11](=[O:15])[CH2:12][CH2:13][CH2:14]2)[cH:9]1)=[O:17]. Reactants: C(C1=CC=CC=C1)(C1=CC=CC=C1)(C1=CC=CC=C1)Cl (trityl chloride), NC=1SC=C(N1)C(C(=O)OCC)=NO (ethyl 2-(2-amino-4-thiazolyl)-2-hydroxyiminoacetate), CN(C=O)C (dimethylformamide), Cl (hydrochloric acid). Run in C(C)N(CC)CC (triethylamine), O (water). Run at time 15 minute. Yields the product C(C1=CC=CC=C1)(C1=CC=CC=C1)(C1=CC=CC=C1)NC=1SC=C(N1)C(C(=O)OCC)=NO (ethyl 2-(2-tritylamino-4-thiazolyl)-2-hydroxyiminoacetate). Reaction SMILES: [C:1](Cl)([C:14]1[CH:19]=[CH:18][CH:17]=[CH:16][CH:15]=1)([C:8]1[CH:13]=[CH:12][CH:11]=[CH:10][CH:9]=1)[C:2]1[CH:7]=[CH:6][CH:5]=[CH:4][CH:3]=1.[NH2:21][C:22]1[S:23][CH:24]=[C:25]([C:27](=[N:33][OH:34])[C:28]([O:30][CH2:31][CH3:32])=[O:29])[N:26]=1.CN(C)C=O.Cl>O.C(N(CC)CC)C>[C:1]([NH:21][C:22]1[S:23][CH:24]=[C:25]([C:27](=[N:33][OH:34])[C:28]([O:30][CH2:31][CH3:32])=[O:29])[N:26]=1)([C:14]1[CH:19]=[CH:18][CH:17]=[CH:16][CH:15]=1)([C:8]1[CH:13]=[CH:12][CH:11]=[CH:10][CH:9]=1)[C:2]1[CH:7]=[CH:6][CH:5]=[CH:4][CH:3]=1. Reported procedure: 47.6 g of trityl chloride were added in small portions over 30 minutes to a mixture (cooled at -30° C.) of 32.2 g of the anti isomer of ethyl 2-(2-amino-4-thiazolyl)-2-hydroxyiminoacetate of Step A of Example 1, 90 ml of dry dimethylformamide and 24 ml of triethylamine and the mixture was left to spontaneous heating for 2 1/2 hours. Then, 150 ml of 2N hydrochloric acid and 600 ml of water were added thereto and the mixture was stirred for 15 minutes, then vacuum filtered. The recovered precipita... Starting materials: CCO, Clc1cc2cc(C3CCC3)[nH]c2cn1, N, O. Product: Nc1cc2cc(C3CCC3)[nH]c2cn1. RXN SMILES: [CH3:17][CH2:18][OH:19].[Cl:1][c:2]1[cH:3][c:4]2[c:5]([cH:6][n:7]1)[nH:8][c:9]([CH:11]1[CH2:12][CH2:13][CH2:14]1)[cH:10]2.[NH3:15].[OH2:16]>>[c:2]1([NH2:15])[cH:3][c:4]2[c:5]([cH:6][n:7]1)[nH:8][c:9]([CH:11]1[CH2:12][CH2:13][CH2:14]1)[cH:10]2. Reactants: C(C)(C)OP(=O)(OC(C)C)C1=CC=C(OC=2C=C(C(=O)O)C=C(C2)OC(C)C)C=C1 (3-[4-(diisopropoxy-phosphoryl)-phenoxy]-5-isopropoxy-benzoic acid), gum, NC=1SC=CN1 (2-aminothiazole), C(C)(C)OC=1C=C(OC2=CC=C(C=C2)P(O)(O)=O)C=C(C1)C(NC=1SC=CN1)=O ({4-[3-isopropoxy-5-(thiazol-2-ylcarbamoyl)-phenoxy]-phenyl}-phosphonic acid). Product: C(C)(C)OP(OC(C)C)(=O)C1=CC=C(C=C1)OC1=CC(=CC(=C1)C(NC=1SC=CN1)=O)OC(C)C ({4-[3-isopropoxy-5-(thiazol-2-ylcarbamoyl)-phenoxy]-phenyl}-phosphonic acid diisopropyl ester). RXN SMILES: [CH:1]([O:4][P:5]([C:11]1[CH:30]=[CH:29][C:14]([O:15][C:16]2[CH:17]=[C:18]([CH:22]=[C:23]([O:25][CH:26]([CH3:28])[CH3:27])[CH:24]=2)[C:19](O)=[O:20])=[CH:13][CH:12]=1)([O:7][CH:8]([CH3:10])[CH3:9])=[O:6])([CH3:3])[CH3:2].[NH2:31][C:32]1[S:33][CH:34]=[CH:35][N:36]=1.C(OC1C=C(C=C(C(=O)NC2SC=CN=2)C=1)OC1C=CC(P(=O)(O)O)=CC=1)(C)C>>[CH:8]([O:7][P:5]([C:11]1[CH:12]=[CH:13][C:14]([O:15][C:16]2[CH:17]=[C:18]([C:19](=[O:20])[NH:31][C:32]3[S:33][CH:34]=[CH:35][N:36]=3)[CH:22]=[C:23]([O:25][CH:26]([CH3:27])[CH3:28])[CH:24]=2)=[CH:29][CH:30]=1)(=[O:6])[O:4][CH:1]([CH3:2])[CH3:3])([CH3:10])[CH3:9]. Procedure: Starting from 3-[4-(diisopropoxy-phosphoryl)-phenoxy]-5-isopropoxy-benzoic acid (7.64 g, 17.6 mmol) and 2-aminothiazole (1.84 g, 18.4 mmol), {4-[3-isopropoxy-5-(thiazol-2-ylcarbamoyl)-phenoxy]-phenyl}-phosphonic acid was synthesized as yellow gum (8.80 g, 17.0 mmol) according to Step D in Example 1. 1H NMR (300 MHz, CDCl3): δ 7.78 (dd, J=9, 13 Hz, 2H), 7.29-7.30 (m, 1H), 7.18-7.20 (m, 2H), 7.04 (dd, J=4, 9 Hz, 2H), 6.94 (d J=4 Hz, 1H), 6.78 (dd, J=2, 2 Hz, 1H), 4.63-4.74 (m, 2H), 4.51-4.59 (m, 1... The solvent is C1CCOC1 (THF), C1CCOC1 (THF), C(C)(=O)OCC (ethyl acetate). The product is CNC1=C(N=CC=C1)N2CCN(CC2)C(=O)C3=CC4=C(N3)C=CC(=C4)F (1-(5-Fluoroindolyl-2-carbonyl)-4-[3-methylamino-2-pyridinyl]piperazine). Procedure details: 5-Fluoroindole-2-carboxylic acid (98 mg) and 1,1'-carbonyldiimidazole (95 mg) are dissolved in dry THF (1 ml) and stirred for 2 hr at 20°-25°. The resulting solution is added via canula to a -10° cooled solution of 4-[3-(methylamino)-2-pyridinyl]piperazine (117 mg) in dry THF (1 ml). The reaction mixture is then allowed to reach 20°-25° overnight. The reaction mixture is then diluted with ethyl acetate, washed with saturated sodium bicarbonate and saline, dried over magnesium sulfate, and concen... Starting materials: FC=1C=C2C=C(NC2=CC1)C(=O)O (5-Fluoroindole-2-carboxylic acid), C(=O)(N1C=NC=C1)N1C=NC=C1 (1,1'-carbonyldiimidazole), CNC=1C(=NC=CC1)N1CCNCC1 (4-[3-(methylamino)-2-pyridinyl]piperazine). Reaction SMILES: [F:1][C:2]1[CH:3]=[C:4]2[C:8](=[CH:9][CH:10]=1)[NH:7][C:6]([C:11]([OH:13])=O)=[CH:5]2.C(N1C=CN=C1)(N1C=CN=C1)=O.[CH3:26][NH:27][C:28]1[C:29]([N:34]2[CH2:39][CH2:38][NH:37][CH2:36][CH2:35]2)=[N:30][CH:31]=[CH:32][CH:33]=1>C1COCC1.C(OCC)(=O)C>[CH3:26][NH:27][C:28]1[CH:33]=[CH:32][CH:31]=[N:30][C:29]=1[N:34]1[CH2:39][CH2:38][N:37]([C:11]([C:6]2[NH:7][C:8]3[CH:9]=[CH:10][C:2]([F:1])=[CH:3][C:4]=3[CH:5]=2)=[O:13])[CH2:36][CH2:35]1. Reaction conditions: time 2 hour. Starting materials: [Li]CCCC, C1CCOC1, COCOc1cc(C(F)(F)F)ccc1N(C(C)C)S(C)(=O)=O, CN(C)P(=O)(N(C)C)N(C)C, CCCCC=O, O. Yields the product CCCCC(O)CS(=O)(=O)N(c1ccc(C(F)(F)F)cc1OCOC)C(C)C. RXN SMILES: [CH2:23]([Li:24])[CH2:25][CH2:26][CH3:27].[CH2:35]1[O:36][CH2:37][CH2:38][CH2:39]1.[CH3:1][O:2][CH2:3][O:4][c:5]1[c:6]([N:15]([CH:16]([CH3:17])[CH3:18])[S:19](=[O:20])(=[O:21])[CH3:22])[cH:7][cH:8][c:9]([C:11]([F:12])([F:13])[F:14])[cH:10]1.[CH3:40][N:41]([P:42]([N:43]([CH3:44])[CH3:45])([N:46]([CH3:47])[CH3:48])=[O:49])[CH3:50].[CH:28]([CH2:29][CH2:30][CH2:31][CH3:32])=[O:33].[OH2:34]>>[CH3:1][O:2][CH2:3][O:4][c:5]1[c:6]([N:15]([CH:16]([CH3:17])[CH3:18])[S:19](=[O:20])(=[O:21])[CH2:22][CH:28]([CH2:29][CH2:30][CH2:31][CH3:32])[OH:33])[cH:7][cH:8][c:9]([C:11]([F:12])([F:13])[F:14])[cH:10]1. The reactants are CSC=1SC(=NN1)S (2-methylthio-1,3,4-thiadiazole-5-thiol), [H-].[Na+] (sodium hydride), FC(S(=O)(=O)OCP(=O)(OCC)OCC)(F)F (diethylphosphonomethyl trifluoromethanesulfonate). Run in C1CCOC1 (THF). Conditions: time 30 minute. Yields the product CSC=1SC(=NN1)SCP(=O)(OCC)OCC (2-methylthio-5-diethylphosphonomethylthio-1,3,4-thiadiazole). Reaction SMILES: [CH3:1][S:2][C:3]1[S:4][C:5]([SH:8])=[N:6][N:7]=1.[H-].[Na+].FC(F)(F)S(O[CH2:17][P:18]([O:23][CH2:24][CH3:25])([O:20][CH2:21][CH3:22])=[O:19])(=O)=O>C1COCC1>[CH3:1][S:2][C:3]1[S:4][C:5]([S:8][CH2:17][P:18]([O:23][CH2:24][CH3:25])([O:20][CH2:21][CH3:22])=[O:19])=[N:6][N:7]=1 |f:1.2|. Reported procedure: A solution of 2-methylthio-1,3,4-thiadiazole-5-thiol (1 mmole) in THF (5 mL) was treated with sodium hydride (60%, 1.1 mmole) at 0° C. and the resulting mixture was stirred at room temperature for 30 min. The reaction was then cooled to 0° C. and treated with diethylphosphonomethyl trifluoromethanesulfonate (1.1 mmole). After stirring at room temperature for 12 h, the reaction was quenched with saturated ammonium chloride. Extraction and chromatography gave 2-methylthio-5-diethylphosphonomethylt... Starting materials: C1(CCCC1)C[C@H](CC(=O)OC(C)(C)C)C(N1N=CC[C@H]1C(=O)NC1=NC=CC=C1)=O (1,1-dimethylethyl (3R)-3-(cyclopentylmethyl)-4-oxo-4-{(5S)-5-[(2-pyridinylamino)carbonyl]-4,5-dihydro-1H-pyrazol-1-yl}butanoate), Cl (HCl), O1CCOCC1 (1,4-dioxane). Run at time 90 minute. Yields the product Cl.C1(CCCC1)C[C@H](CC(=O)O)C(N1N=CC[C@H]1C(=O)NC1=NC=CC=C1)=O ((3R)-3-(cyclopentylmethyl)-4-oxo-4-{(5S)-5-[(2-pyridinylamino)carbonyl]-4,5-dihydro-1H-pyrazol-1-yl}butanoic acid, hydrochloride). Yield: 100.0%. As a reaction SMILES: [CH:1]1([CH2:6][C@@H:7]([C:16](=[O:31])[N:17]2[C@H:21]([C:22]([NH:24][C:25]3[CH:30]=[CH:29][CH:28]=[CH:27][N:26]=3)=[O:23])[CH2:20][CH:19]=[N:18]2)[CH2:8][C:9]([O:11]C(C)(C)C)=[O:10])[CH2:5][CH2:4][CH2:3][CH2:2]1.[ClH:32].O1CCOCC1>>[ClH:32].[CH:1]1([CH2:6][C@@H:7]([C:16](=[O:31])[N:17]2[C@H:21]([C:22]([NH:24][C:25]3[CH:30]=[CH:29][CH:28]=[CH:27][N:26]=3)=[O:23])[CH2:20][CH:19]=[N:18]2)[CH2:8][C:9]([OH:11])=[O:10])[CH2:5][CH2:4][CH2:3][CH2:2]1 |f:3.4|. Procedure details: To a 500 ml round bottom flask was added 1,1-dimethylethyl (3R)-3-(cyclopentylmethyl)-4-oxo-4-{(5S)-5-[(2-pyridinylamino)carbonyl]-4,5-dihydro-1H-pyrazol-1-yl}butanoate (29.1 g, 58.4 mmol) and 4 M HCl in 1,4-dioxane (240 mL, 960 mmol). The mixture was stirred at room temperature and monitored by LCMS. After 90 min, no starting material remained. The mixture was concentrated to dryness and co-evaporated with dioxane (2×15 mL) to afford the crude (3R)-3-(cyclopentylmethyl)-4-oxo-4-{(5S)-5-[(2-pyri...